The task is: describe an organic reaction: reactants, conditions, products, and yield. This data is from the Open Reaction Database (ORD), a public repository of structured organic reaction records. Reactants: OCC1(C(N(C2=CC=CC=C12)CCCCC)=O)C1=CC2=C(N=C(S2)C)C=C1O (3-(hydroxymethyl)-3-(5-hydroxy-2-methyl-1,3-benzothiazol-6-yl)-1-pentyl-1,3-dihydro-2H-indol-2-one), ClC1=C2C(C(N(C2=C(C=C1)Cl)CCCCC)=O)(CO)C1=CC2=C(OCO2)C=C1O (4,7-dichloro-3-(6-hydroxy-1,3-benzodioxol-5-yl)-3-(hydroxymethyl)-1-pentyl-1,3-dihydro-2H-indol-2-one). The product is CC=1SC2=C(N1)C=C1C(=C2)C2(C(N(C3=CC=CC=C23)CCCCC)=O)CO1 (2-methyl-1′-pentylspiro[furo[2,3-f][1,3]benzothiazole-7,3′-indol]-2′(1′H)-one). RXN SMILES: O[CH2:2][C:3]1([C:18]2[C:27]([OH:28])=[CH:26][C:21]3[N:22]=[C:23]([CH3:25])[S:24][C:20]=3[CH:19]=2)[C:11]2[C:6](=[CH:7][CH:8]=[CH:9][CH:10]=2)[N:5]([CH2:12][CH2:13][CH2:14][CH2:15][CH3:16])[C:4]1=[O:17].ClC1C=CC(Cl)=C2C=1C(C1C(O)=CC3OCOC=3C=1)(CO)C(=O)N2CCCCC>>[CH3:25][C:23]1[S:24][C:20]2[CH:19]=[C:18]3[C:3]4([CH2:2][O:28][C:27]3=[CH:26][C:21]=2[N:22]=1)[C:11]1[C:6](=[CH:7][CH:8]=[CH:9][CH:10]=1)[N:5]([CH2:12][CH2:13][CH2:14][CH2:15][CH3:16])[C:4]4=[O:17]. Reported procedure: Following the procedure as described in EXAMPLE 1.22, and making non-critical variations using 3-(hydroxymethyl)-3-(5-hydroxy-2-methyl-1,3-benzothiazol-6-yl)-1-pentyl-1,3-dihydro-2H-indol-2-one to replace 4,7-dichloro-3-(6-hydroxy-1,3-benzodioxol-5-yl)-3-(hydroxymethyl)-1-pentyl-1,3-dihydro-2H-indol-2-one, the title compound was obtained (50%) as a white solid: mp 105-107° C.; 1H NMR (300 MHz, CDCl3) δ 7.59 (d, 1H), 7.28 (dt, 1H), 7.02-6.92 (m, 2H), 5.02 (d, 1H), 4.77 (d, 1H), 4.01 (m, 1H), 3.64... Reactants: [Li]CCCC, COc1cc(C)c(C=O)c(OC)c1OC, CC(C)NC(C)C, COc1cc(Cl)c(Cl)cn1, [Li]c1c(OC)ncc(Cl)c1Cl, C1CCOC1, O. Yields the product COc1cc(C)c(C(O)c2c(OC)ncc(Cl)c2Cl)c(OC)c1OC. RXN SMILES: [CH2:1]([Li:2])[CH2:3][CH2:4][CH3:5].[CH3:34][O:35][c:36]1[c:37]([CH:38]=[O:39])[c:40]([CH3:48])[cH:41][c:42]([O:46][CH3:47])[c:43]1[O:44][CH3:45].[CH:6]([NH:7][CH:8]([CH3:9])[CH3:10])([CH3:11])[CH3:12].[Cl:13][c:14]1[cH:15][c:16]([O:21][CH3:22])[n:17][cH:18][c:19]1[Cl:20].[Cl:23][c:24]1[c:25]([Cl:26])[cH:27][n:28][c:29]([O:30][CH3:31])[c:32]1[Li:33].[O:49]1[CH2:50][CH2:51][CH2:52][CH2:53]1.[OH2:54]>>[Cl:13][c:14]1[c:15]([CH:38]([c:37]2[c:36]([O:35][CH3:34])[c:43]([O:44][CH3:45])[c:42]([O:46][CH3:47])[cH:41][c:40]2[CH3:48])[OH:39])[c:16]([O:21][CH3:22])[n:17][cH:18][c:19]1[Cl:20]. RXN SMILES: [CH:1]1([CH:6]([C:14]2[CH:19]=[C:18]([CH3:20])[C:17]([N:21]3[CH:25]=[C:24]([C:26]([F:29])([F:28])[F:27])[CH:23]=[N:22]3)=[C:16]([CH3:30])[CH:15]=2)[NH:7]S(C(C)(C)C)=O)[CH2:5][CH2:4][CH2:3][CH2:2]1.[ClH:31]>CO>[ClH:31].[CH:1]1([CH:6]([C:14]2[CH:15]=[C:16]([CH3:30])[C:17]([N:21]3[CH:25]=[C:24]([C:26]([F:28])([F:29])[F:27])[CH:23]=[N:22]3)=[C:18]([CH3:20])[CH:19]=2)[NH2:7])[CH2:5][CH2:4][CH2:3][CH2:2]1 |f:3.4|. The solvent is CO (methanol). Starting materials: C1(CCCC1)C(NS(=O)C(C)(C)C)C1=CC(=C(C(=C1)C)N1N=CC(=C1)C(F)(F)F)C ((+/−)-N-(cyclopentyl(3,5-dimethyl-4-(4-(trifluoromethyl)-1H-pyrazol-1-yl)phenyl)methyl)-2-methylpropane-2-sulfinamide), Cl (hydrogen chloride). Reported procedure: To a solution of (+/−)-N-(cyclopentyl(3,5-dimethyl-4-(4-(trifluoromethyl)-1H-pyrazol-1-yl)phenyl)methyl)-2-methylpropane-2-sulfinamide (1.184 g, 2.680 mmol) in methanol (13.4 mL) was added hydrogen chloride (4 M in dioxane, 3.35 mL, 13.4 mmol) dropwise. The reaction was concentrated under reduced pressure to provide (+/−)-cyclopentyl(3,5-dimethyl-4-(4-(trifluoromethyl)-1H-pyrazol-1-yl)phenyl)methanamine hydrochloride. 1H NMR (400 MHz, CD3OD, δ): 8.33 (s, 1H), 8.07 (s, 1H), 7.31 (s, 2H), 4.05 (d,... The product is Cl.C1(CCCC1)C(N)C1=CC(=C(C(=C1)C)N1N=CC(=C1)C(F)(F)F)C ((+/−)-cyclopentyl(3,5-dimethyl-4-(4-(trifluoromethyl)-1H-pyrazol-1-yl)phenyl)methanamine hydrochloride). Reactants: BrC=1C=CC=2N(C1)C(=C(N2)C)C=2SC(=C(N2)C2=CC=CC=C2)C2=NN(C=N2)C2OCCCC2 (6-bromo-2-methyl-3-{4-phenyl-5-[1-(tetrahydro-2H-pyran-2-yl)-1H-1,2,4-triazol-3-yl]-1,3-thiazol-2-yl}imidazo[1,2-a]pyridine), CCOC(=O)C (EtOAc), FC1=C(C(=CC=C1)OC)B(O)O ((2-fluoro-6-methoxyphenyl)boronic acid), C([O-])([O-])=O.[Cs+].[Cs+] (cesium carbonate). The solvent is COCCOC (DME), O (water), O (water). Run at temperature 95 celsius, time 2 hour. Yields the product FC1=C(C(=CC=C1)OC)C=1C=CC=2N(C1)C(=C(N2)C)C=2SC(=C(N2)C2=CC=CC=C2)C2=NN(C=N2)C2OCCCC2 (6-(2-fluoro-6-methoxyphenyl)-2-methyl-3-{4-phenyl-5-[1-(tetrahydro-2H-pyran-2-yl)-1H-1,2,4-triazol-3-yl]-1,3-thiazol-2-yl}imidazo[1,2-a]pyridine). Yield: 91.8%. Reaction SMILES: Br[C:2]1[CH:3]=[CH:4][C:5]2[N:6]([C:8]([C:12]3[S:13][C:14]([C:23]4[N:27]=[CH:26][N:25]([CH:28]5[CH2:33][CH2:32][CH2:31][CH2:30][O:29]5)[N:24]=4)=[C:15]([C:17]4[CH:22]=[CH:21][CH:20]=[CH:19][CH:18]=4)[N:16]=3)=[C:9]([CH3:11])[N:10]=2)[CH:7]=1.[F:34][C:35]1[CH:40]=[CH:39][CH:38]=[C:37]([O:41][CH3:42])[C:36]=1B(O)O.C(=O)([O-])[O-].[Cs+].[Cs+].CCOC(C)=O>COCCOC.O>[F:34][C:35]1[CH:40]=[CH:39][CH:38]=[C:37]([O:41][CH3:42])[C:36]=1[C:2]1[CH:3]=[CH:4][C:5]2[N:6]([C:8]([C:12]3[S:13][C:14]([C:23]4[N:27]=[CH:26][N:25]([CH:28]5[CH2:33][CH2:32][CH2:31][CH2:30][O:29]5)[N:24]=4)=[C:15]([C:17]4[CH:22]=[CH:21][CH:20]=[CH:19][CH:18]=4)[N:16]=3)=[C:9]([CH3:11])[N:10]=2)[CH:7]=1 |f:2.3.4|. Reported procedure: To a suspension of 6-bromo-2-methyl-3-{4-phenyl-5-[1-(tetrahydro-2H-pyran-2-yl)-1H-1,2,4-triazol-3-yl]-1,3-thiazol-2-yl}imidazo[1,2-a]pyridine (157 mg, 0.3 mmol) obtained in Example 117-13(i) in DME (10 mL) and water (2 mL) were added (2-fluoro-6-methoxyphenyl)boronic acid (102 mg, 0.6 mmol), [1,1-bis(diphenylphosphino)ferrocene]palladium(II) dichloride dichloromethane complex (51 mg, 0.06 mmol) and cesium carbonate (293 mg, 0.9 mmol) under a nitrogen atmosphere, and the mixture was stirred at 9... The reactants are COc1nc(OC)nc([N+]2(C)CCOCC2)n1, CO, [Cl-], CC1(c2cc(N)ccc2F)COCC(N)=N1, [Na+], [OH-], O, O=C(O)c1cc(-c2ccco2)on1. The product is CC1(c2cc(NC(=O)c3cc(-c4ccco4)on3)ccc2F)COCC(N)=N1. Reaction SMILES: [CH3:16][O:17][c:18]1[n:19][c:20]([O:21][CH3:22])[n:23][c:24]([N+:25]2([CH3:26])[CH2:27][CH2:28][O:29][CH2:30][CH2:31]2)[n:32]1.[CH3:51][OH:52].[Cl-:15].[NH2:33][c:34]1[cH:35][cH:36][c:37]([F:48])[c:38]([C:40]2([CH3:47])[N:41]=[C:42]([NH2:46])[CH2:43][O:44][CH2:45]2)[cH:39]1.[Na+:50].[OH-:49].[OH2:14].[o:1]1[c:2](-[c:6]2[cH:7][c:8]([C:11](=[O:12])[OH:13])[n:9][o:10]2)[cH:3][cH:4][cH:5]1>>[o:1]1[c:2](-[c:6]2[cH:7][c:8]([C:11](=[O:13])[NH:33][c:34]3[cH:35][cH:36][c:37]([F:48])[c:38]([C:40]4([CH3:47])[N:41]=[C:42]([NH2:46])[CH2:43][O:44][CH2:45]4)[cH:39]3)[n:9][o:10]2)[cH:3][cH:4][cH:5]1. Starting materials: ClCCCCOC=1C=CC2=C(N(C=N2)C=2SC(=C(N2)C2=CC(=CC=C2)Cl)C(=O)N)C1 (2-[6-(4-chloro-butoxy)-benzoimidazol-1-yl]-4-(3-chloro-phenyl)-thiazole-5-carboxylic acid amide), C([O-])([O-])=O.[K+].[K+] (potassium carbonate), [I-].[K+] (potassium iodide), CN1CCNCC1 (1-methyl-piperazine). Run in CN(C=O)C (dimethylformamide). Reaction conditions: time 3 hour. Product: ClC=1C=C(C=CC1)C=1N=C(SC1C(=O)N)N1C=NC2=C1C=C(C=C2)OCCCCN2CCN(CC2)C (4-(3-chloro-phenyl)-2-{6-[4-(4-methyl-piperazin-1-yl)-butoxy]-benzoimidazol-1-yl}-thiazole-5-carboxylic acid amide). The yield is 68.6%. As a reaction SMILES: Cl[CH2:2][CH2:3][CH2:4][CH2:5][O:6][C:7]1[CH:8]=[CH:9][C:10]2[N:14]=[CH:13][N:12]([C:15]3[S:16][C:17]([C:27]([NH2:29])=[O:28])=[C:18]([C:20]4[CH:25]=[CH:24][CH:23]=[C:22]([Cl:26])[CH:21]=4)[N:19]=3)[C:11]=2[CH:30]=1.C(=O)([O-])[O-].[K+].[K+].[I-].[K+].[CH3:39][N:40]1[CH2:45][CH2:44][NH:43][CH2:42][CH2:41]1>CN(C)C=O>[Cl:26][C:22]1[CH:21]=[C:20]([C:18]2[N:19]=[C:15]([N:12]3[C:11]4[CH:30]=[C:7]([O:6][CH2:5][CH2:4][CH2:3][CH2:2][N:43]5[CH2:44][CH2:45][N:40]([CH3:39])[CH2:41][CH2:42]5)[CH:8]=[CH:9][C:10]=4[N:14]=[CH:13]3)[S:16][C:17]=2[C:27]([NH2:29])=[O:28])[CH:25]=[CH:24][CH:23]=1 |f:1.2.3,4.5|. Procedure details: A mixture of 0.023 g (0.05 mmole) of 2-[6-(4-chloro-butoxy)-benzoimidazol-1-yl]-4-(3-chloro-phenyl)-thiazole-5-carboxylic acid amide (I.37a), 0.5 mL of dimethylformamide, 0.035 g (0.25 mmole) of potassium carbonate, 0.001 g of potassium iodide and 0.017 mL (0.15 mmole) of 1-methyl-piperazine was stirred at 100 degrees for 3 hours. The mixture was concentrated under reduced pressure, and diluted with 20 mL of water. The precipitate was collected by filtration and the solid triturated with diethyl... As a reaction SMILES: [CH3:23][CH2:24][OH:25].[Cl-:21].[F:3][C:4]([CH3:5])([F:6])[c:7]1[n:8][c:9]([CH2:12][n:13]2[n:14][c:15]([N+:18]([O-:19])=[O:20])[cH:16][cH:17]2)[s:10][cH:11]1.[Fe:27].[N:1]#[N:2].[NH4+:22].[OH2:26]>>[F:3][C:4]([CH3:5])([F:6])[c:7]1[n:8][c:9]([CH2:12][n:13]2[n:14][c:15]([NH2:18])[cH:16][cH:17]2)[s:10][cH:11]1. The product is CC(F)(F)c1csc(Cn2ccc(N)n2)n1. Starting materials: CCO, [Cl-], CC(F)(F)c1csc(Cn2ccc([N+](=O)[O-])n2)n1, [Fe], N#N, [NH4+], O. Starting materials: C(C)C1C(CCC(C(OC(C2CCCCN2C(C(C2(C(CC(C(C(CC(CC(=C1)C)C)OC)O2)OC)C)O)=O)=O)=O)C(=CC2CC(C(CC2)O)OC)C)C)=O (17-ethyl-1-hydroxy-12-[2'-(4"-hydroxy-3"-methoxycyclohexyl)-1'-methylvinyl]-23,25-dimethoxy-13,19,21,-27-tetramethyl-11,28-dioxa-4-azatricyclo[22.3.1.04,9 ]octacos-18-ene-2,3,10,16-tetraone), N1=C(C=CC=C1C)C (2,6-lutidine), FC(S(=O)(=O)O[Si](C)(C)C(C)(C)C)(F)F (tert-butyldimethylsilyl trifluoromethanesulfonate). Solvent: C(C)(=O)OCC (ethyl acetate), C(Cl)Cl (methylene chloride). Run at time 10 minute. The product is C(C)C1C(CCC(C(OC(C2CCCCN2C(C(C2(C(CC(C(C(CC(CC(=C1)C)C)OC)O2)OC)C)O)=O)=O)=O)C(=CC2CC(C(CC2)O[Si](C)(C)C(C)(C)C)OC)C)C)=O (17-Ethyl-1-hydroxy-12-[2'-(4"-(tert-butyldimethylsilyloxy)-3"-methoxycyclohexyl)-1'-methylvinyl]-23,25-dimethoxy-13,19, 21,27-tetramethyl-11,28-dioxa-4-azatricyclo[22.3.1.04,9 ]octacos 18-ene-2,3,10,16-tetraone). As a reaction SMILES: [CH2:1]([CH:3]1[CH:29]=[C:28]([CH3:30])[CH2:27][CH:26]([CH3:31])[CH2:25][CH:24]([O:32][CH3:33])[CH:23]2[O:34][C:19]([OH:38])([CH:20]([CH3:37])[CH2:21][CH:22]2[O:35][CH3:36])[C:18](=[O:39])[C:17](=[O:40])[N:16]2[CH:11]([CH2:12][CH2:13][CH2:14][CH2:15]2)[C:10](=[O:41])[O:9][CH:8]([C:42]([CH3:53])=[CH:43][CH:44]2[CH2:49][CH2:48][CH:47]([OH:50])[CH:46]([O:51][CH3:52])[CH2:45]2)[CH:7]([CH3:54])[CH2:6][CH2:5][C:4]1=[O:55])[CH3:2].N1C(C)=CC=CC=1C.FC(F)(F)S(O[Si:70]([C:73]([CH3:76])([CH3:75])[CH3:74])([CH3:72])[CH3:71])(=O)=O>C(Cl)Cl.C(OCC)(=O)C>[CH2:1]([CH:3]1[CH:29]=[C:28]([CH3:30])[CH2:27][CH:26]([CH3:31])[CH2:25][CH:24]([O:32][CH3:33])[CH:23]2[O:34][C:19]([OH:38])([CH:20]([CH3:37])[CH2:21][CH:22]2[O:35][CH3:36])[C:18](=[O:39])[C:17](=[O:40])[N:16]2[CH:11]([CH2:12][CH2:13][CH2:14][CH2:15]2)[C:10](=[O:41])[O:9][CH:8]([C:42]([CH3:53])=[CH:43][CH:44]2[CH2:49][CH2:48][CH:47]([O:50][Si:70]([C:73]([CH3:76])([CH3:75])[CH3:74])([CH3:72])[CH3:71])[CH:46]([O:51][CH3:52])[CH2:45]2)[CH:7]([CH3:54])[CH2:6][CH2:5][C:4]1=[O:55])[CH3:2]. Reported procedure: To a solution of 17-ethyl-1-hydroxy-12-[2'-(4"-hydroxy-3"-methoxycyclohexyl)-1'-methylvinyl]-23,25-dimethoxy-13,19,21,-27-tetramethyl-11,28-dioxa-4-azatricyclo[22.3.1.04,9 ]octacos-18-ene-2,3,10,16-tetraone (200 mg) in dry methylene chloride (3 ml) was added an excess of 2,6-lutidine (45 ml) and the mixture was stirred at room temperature. After 10 minutes, tert-butyldimethylsilyl trifluoromethanesulfonate (64 ml) was added by syringe. After 15 minutes the reaction mixture was diluted with ethyl... Reactants: ClC1=C(C=CC(=C1)C(F)(F)F)NC(C(=O)OC(C1=NC(=CC=C1)OC1=CC=C(C=C1)F)C#N)C(C)C (cyano[6-(4-fluorophenoxy)-2-pyridyl]methyl 2-(2-chloro-4-trifluoromethylphenylamino)-3-methylbutanoate), ClC1=C(C=CC(=C1)C(F)(F)F)NC(C(=O)OC(C1=NC(=CC=C1)OC1=CC=C(C=C1)C)C#N)C(C)C (cyano[6-(4-methylphenoxy)-2-pyridyl]methyl 2-(2-chloro-4-trifluoromethylphenylamino)-3-methylbutanoate), ClC1=C(C=CC(=C1)C(F)(F)F)NC(C(=O)OC(C1=NC(=CC=C1)OC1=CC=C(C=C1)OC)C#N)C(C)C (cyano[6-(4-methoxyphenoxy)-2-pyridyl]methyl 2-(2-chloro-4-trifluoromethylphenylamino)-3-methylbutanoate), ClC1=C(C=CC(=C1)C(F)(F)F)NC(C(=O)OC(C1=NC(=CC=C1)OC1=CC=C(C=C1)Cl)C#N)C(C)C (cyano[6-(4-chlorophenoxy)-2-pyridyl]methyl 2-(2-chloro-4-trifluoromethylphenylamino)-3-methylbutanoate), ClC1=C(C=CC(=C1)C(F)(F)F)NC(C(=O)OC(C1=NC(=CC=C1)OC=1SC=CC1C)C#N)C(C)C (cyano[6-(methylthiophenoxy)-2-pyridyl]methyl 2-(2-chloro-4-trifluoromethylphenylamino)-3-methylbutanoate), acid chloride, ClC1=C(C=CC(=C1)C(F)(F)F)NC(C(=O)O)C(C)C (2-(2-chloro-4-trifluoromethylphenylamino)-3-methylbutanoic acid), C(#N)C(O)C1=NC(=CC=C1)OC1=CC=C(C=C1)F (cyano[6-(4-fluorophenoxy)-2-pyridyl]methanol), C(#N)C(O)C1=NC(=CC=C1)OC1=CC=C(C=C1)C (cyano[6-(4-methylphenoxy)-2-pyridyl]methanol), C(#N)C(O)C1=NC(=CC=C1)OC1=CC=C(C=C1)OC (cyano[6-(4-methoxyphenoxy)-2-pyridyl]methanol), C(#N)C(O)C1=NC(=CC=C1)OC1=CC=C(C=C1)Cl (cyano[6-(4-chlorophenoxy)-2-pyridyl]methanol), C(#N)C(O)C1=NC(=CC=C1)SC1=CC=C(C=C1)C (cyano[6-(4-methylthiophenoxy)-2-pyridyl]methanol), C(#N)C(O)C1=NC(=CC=C1)OC1=CC=C(C=C1)C(F)(F)F (cyano[6-(4-trifluoromethylphenoxy)-2-pyridyl]methanol). Product: ClC1=C(C=CC(=C1)C(F)(F)F)NC(C(=O)OC)C(C)C (methyl 2-(2-chloro-4-trifluoromethylphenylamino)-3-methylbutanoate). Reaction SMILES: [Cl:1][C:2]1[CH:7]=[C:6]([C:8]([F:11])([F:10])[F:9])[CH:5]=[CH:4][C:3]=1[NH:12][CH:13]([CH:34]([CH3:36])[CH3:35])[C:14]([O:16][CH:17](C#N)C1C=CC=C(OC2C=CC(F)=CC=2)N=1)=[O:15].ClC1C=C(C(F)(F)F)C=CC=1NC(C(C)C)C(OC(C#N)C1C=CC=C(OC2C=CC(C)=CC=2)N=1)=O.ClC1C=C(C(F)(F)F)C=CC=1NC(C(C)C)C(OC(C#N)C1C=CC=C(OC2C=CC(OC)=CC=2)N=1)=O.ClC1C=C(C(F)(F)F)C=CC=1NC(C(C)C)C(OC(C#N)C1C=CC=C(OC2C=CC(Cl)=CC=2)N=1)=O.ClC1C=C(C(F)(F)F)C=CC=1NC(C(C)C)C(OC(C#N)C1C=CC=C(OC2SC=CC=2C)N=1)=O.ClC1C=C(C(F)(F)F)C=CC=1NC(C(C)C)C(O)=O.C(C(C1C=CC=C(OC2C=CC(F)=CC=2)N=1)O)#N.C(C(C1C=CC=C(OC2C=CC(C)=CC=2)N=1)O)#N.C(C(C1C=CC=C(OC2C=CC(OC)=CC=2)N=1)O)#N.C(C(C1C=CC=C(OC2C=CC(Cl)=CC=2)N=1)O)#N.C(C(C1C=CC=C(SC2C=CC(C)=CC=2)N=1)O)#N.C(C(C1C=CC=C(OC2C=CC(C(F)(F)F)=CC=2)N=1)O)#N>>[Cl:1][C:2]1[CH:7]=[C:6]([C:8]([F:11])([F:10])[F:9])[CH:5]=[CH:4][C:3]=1[NH:12][CH:13]([CH:34]([CH3:36])[CH3:35])[C:14]([O:16][CH3:17])=[O:15]. Procedure: By the above procedure, each of cyano[6-(4-fluorophenoxy)-2-pyridyl]methyl 2-(2-chloro-4-trifluoromethylphenylamino)-3-methylbutanoate, cyano[6-(4-methylphenoxy)-2-pyridyl]methyl 2-(2-chloro-4-trifluoromethylphenylamino)-3-methylbutanoate, cyano[6-(4-methoxyphenoxy)-2-pyridyl]methyl 2-(2-chloro-4-trifluoromethylphenylamino)-3-methylbutanoate, cyano[6-(4-chlorophenoxy)-2-pyridyl]methyl 2-(2-chloro-4-trifluoromethylphenylamino)-3-methylbutanoate, cyano[6-(methylthiophenoxy)-2-pyridyl]methyl 2-(2-c...